From a dataset of the Open Reaction Database (ORD), a public repository of structured organic reaction records. describe an organic reaction: reactants, conditions, products, and yield Starting materials: CO (methanol), COC([C@@H](NC(=O)OC(C)(C)C)CC1=CC=C(C=C1)[N+](=O)[O-])=O (N-[(1,1-dimethylethoxy)carbonyl]-4-nitro-L-phenylalanine methyl ester), [Cl-].[NH4+] (ammonium chloride). Reagents/catalysts: [Zn] (zinc). Solvent: O (water), O (water). The product is COC([C@@H](NC(=O)OC(C)(C)C)CC1=CC=C(C=C1)N)=O (4-Amino-N-[(1,1-Dimethylethoxy)Carbonyl]-L-Phenylalanine Methyl Ester). Isolated yield 100.2%. As a reaction SMILES: [CH3:1][O:2][C:3](=[O:23])[C@H:4]([CH2:13][C:14]1[CH:19]=[CH:18][C:17]([N+:20]([O-])=O)=[CH:16][CH:15]=1)[NH:5][C:6]([O:8][C:9]([CH3:12])([CH3:11])[CH3:10])=[O:7].[Cl-].[NH4+].CO>[Zn].O>[CH3:1][O:2][C:3](=[O:23])[C@H:4]([CH2:13][C:14]1[CH:19]=[CH:18][C:17]([NH2:20])=[CH:16][CH:15]=1)[NH:5][C:6]([O:8][C:9]([CH3:12])([CH3:10])[CH3:11])=[O:7] |f:1.2|. Procedure: To a mixture of of N-[(1,1-dimethylethoxy)carbonyl]-4-nitro-L-phenylalanine methyl ester (222 mmol, 72 g), zinc dust (˜325 mesh, 2.2 mol, 145.2 g, 10 equiv) and ammonium chloride (3.3 mol, 178.1 g, 15 equiv) was added methanol (1 L) and water (500 mL) at room temperature. After addition of water, an exothermic reaction ensued and the internal temperature rose to 45 to 50° C. The suspension was stirred for 30 min to 1 h at room temperature, at which time TLC analysis of the mixture indicated the ... The reactants are Cc1oc(-c2ccc3c(c2)OCO3)nc1Cc1ccc(C=CCS(=O)CC(=O)O)o1, C1CCOC1, O. The product is Cc1oc(-c2ccc3c(c2)OCO3)nc1Cc1ccc(C=CCS(=O)(=O)CC(=O)O)o1. Reaction SMILES: [CH3:1][c:2]1[c:3]([CH2:16][c:17]2[cH:18][cH:19][c:20]([CH:22]=[CH:23][CH2:24][S:25](=[O:26])[CH2:27][C:28](=[O:29])[OH:30])[o:21]2)[n:4][c:5](-[c:7]2[cH:8][c:9]3[c:13]([cH:14][cH:15]2)[O:12][CH2:11][O:10]3)[o:6]1.[O:32]1[CH2:33][CH2:34][CH2:35][CH2:36]1.[OH2:31]>>[CH3:1][c:2]1[c:3]([CH2:16][c:17]2[cH:18][cH:19][c:20]([CH:22]=[CH:23][CH2:24][S:25](=[O:26])([CH2:27][C:28](=[O:29])[OH:30])=[O:31])[o:21]2)[n:4][c:5](-[c:7]2[cH:8][c:9]3[c:13]([cH:14][cH:15]2)[O:12][CH2:11][O:10]3)[o:6]1. Reactants: CC(C)(C)OC(=O)N1CCc2cc(C(=O)O)ccc2C1, Cc1ccccc1, O=S(Cl)Cl. Yields the product CC(C)(C)OC(=O)N1CCc2cc(C(=O)Cl)ccc2C1. As a reaction SMILES: [C:1]([CH3:2])([CH3:3])([CH3:4])[O:5][C:6](=[O:7])[N:8]1[CH2:9][c:10]2[cH:11][cH:12][c:13]([C:18](=[O:19])[OH:20])[cH:14][c:15]2[CH2:16][CH2:17]1.[CH3:25][c:26]1[cH:27][cH:28][cH:29][cH:30][cH:31]1.[S:21]([Cl:22])([Cl:23])=[O:24]>>[C:1]([CH3:2])([CH3:3])([CH3:4])[O:5][C:6](=[O:7])[N:8]1[CH2:9][c:10]2[cH:11][cH:12][c:13]([C:18](=[O:20])[Cl:23])[cH:14][c:15]2[CH2:16][CH2:17]1. As a reaction SMILES: [CH3:1][N:2]1[C:6]2[CH:7]=[CH:8][C:9]([C:11](=[O:14])[CH2:12][CH3:13])=[CH:10][C:5]=2[O:4][C:3]1=[O:15].[CH3:16]N(CN(C)C)C.C(OC(=O)C)(=O)C>>[CH3:1][N:2]1[C:6]2[CH:7]=[CH:8][C:9]([C:11](=[O:14])[C:12](=[CH2:16])[CH3:13])=[CH:10][C:5]=2[O:4][C:3]1=[O:15]. Product: CN1C(OC2=C1C=CC(=C2)C(C(C)=C)=O)=O (3-Methyl-6-(2-methylenepropionyl)benzoxazolinone). Conditions: temperature 100 celsius, time 1 hour. The reactants are CN1C(OC2=C1C=CC(=C2)C(CC)=O)=O (3-methyl-6-propionylbenzoxazolinone), CN(C)CN(C)C (bis(dimethylamino)methane), C(C)(=O)OC(C)=O (acetic anhydride). Reported procedure: 0.01 mole of 3-methyl-6-propionylbenzoxazolinone and 0.04 mole of bis(dimethylamino)methane are introduced into a 150-cm3 ground-necked flask equipped with a reflux condenser and a magnetic stirrer. 15 cm3 of acetic anhydride are added dropwise and the mixture is heated to 100° C. for 5 hours. After being cooled, the reaction mixture is poured into 5 volumes of ice-cold water. The mixture is acidified and stirred for one hour, and the product is drained, washed with water to neutrality, dried an... Reactants: C(=O)(N1C=NC=C1)N1C=NC=C1 (1,1′-carbonyldiimidazole), C(=O)(N1C=NC=C1)N1C=NC=C1 (1,1′-carbonyldiimidazole), C(=O)(N1C=NC=C1)N1C=NC=C1 (1,1′-carbonyldiimidazole), C(Cl)Cl (methylene chloride), NC1=C(C=2C[C@H]3C[C@H](CN([C@@H]3CC2S1)C)C(=O)N(C(=O)NCCN(C)C)CCC)C#N (1-{[(4aR*,6R*,8aR*)-2-amino-3-cyano-8-methyl-4H,4aH,5H,6H,7H,8H,8aH,9H-thieno[3,2-g]quinolin-6-yl]carbonyl}-3-[2-(dimethylamino)ethyl]-1-propylurea), CO (methanol). Reagents/catalysts: CN(C1=CC=NC=C1)C (4-dimethylaminopyridine), CN(C1=CC=NC=C1)C (4-dimethylaminopyridine), CN(C1=CC=NC=C1)C (4-dimethylaminopyridine). Yields the product C(#N)C1=C(SC2=C1C[C@H]1C[C@H](CN([C@@H]1C2)C)C(=O)N(CCC)C(NCCN(C)C)=O)NC(OC)=O (Methyl N-[(4aR*,6R*,8aR*)-3-cyano-6-[({[2-(dimethylamino)ethyl]carbamoyl}(propyl)amino)carbonyl]-8-methyl-4H,4aH,5H,6H,7H,8H,8aH,9H-thieno[3,2-g]quinolin-2-yl]carbamate). Reaction SMILES: [C:1](N1C=CN=C1)(N1C=CN=C1)=[O:2].C(Cl)Cl.[NH2:16][C:17]1[S:29][C:28]2[CH2:27][C@@H:26]3[C@H:21]([CH2:22][C@@H:23]([C:31]([N:33]([CH2:42][CH2:43][CH3:44])[C:34]([NH:36][CH2:37][CH2:38][N:39]([CH3:41])[CH3:40])=[O:35])=[O:32])[CH2:24][N:25]3[CH3:30])[CH2:20][C:19]=2[C:18]=1[C:45]#[N:46].[CH3:47][OH:48]>CN(C)C1C=CN=CC=1>[C:45]([C:18]1[C:19]2[CH2:20][C@@H:21]3[C@@H:26]([CH2:27][C:28]=2[S:29][C:17]=1[NH:16][C:1](=[O:2])[O:48][CH3:47])[N:25]([CH3:30])[CH2:24][C@H:23]([C:31]([N:33]([C:34](=[O:35])[NH:36][CH2:37][CH2:38][N:39]([CH3:41])[CH3:40])[CH2:42][CH2:43][CH3:44])=[O:32])[CH2:22]3)#[N:46]. Procedure: To a mixture of 1,1′-carbonyldiimidazole (13 mg) and methylene chloride (1 mL) was added 4-dimethylaminopyridine (8 mg), followed by 1-{[(4aR*,6R*,8aR*)-2-amino-3-cyano-8-methyl-4H,4aH,5H,6H,7H,8H,8aH,9H-thieno[3,2-g]quinolin-6-yl]carbonyl}-3-[2-(dimethylamino)ethyl]-1-propylurea (example 1-15) (30 mg) while stirring under ice bath cooling, and the mixture was stirred at the same temperature for 1 hour. To the reaction mixture was added 1,1′-carbonyldiimidazole (13 mg), followed by 4-dimethylami... Reactants: CCOC(=O)c1cc(F)cc(NS(=O)(=O)CC2CN(C(c3ccc(Cl)cc3)c3ccc(Cl)cc3)C2)c1, CCOCC, [Li+], [Na+], [Na+], C1CCOC1, [OH-], O, O=P([O-])([O-])O. The product is O=C(O)c1cc(F)cc(NS(=O)(=O)CC2CN(C(c3ccc(Cl)cc3)c3ccc(Cl)cc3)C2)c1. RXN SMILES: [CH2:3]([CH3:4])[O:5][C:6]([c:7]1[cH:8][c:9]([NH:14][S:15](=[O:16])(=[O:17])[CH2:18][CH:19]2[CH2:20][N:21]([CH:23]([c:24]3[cH:25][cH:26][c:27]([Cl:30])[cH:28][cH:29]3)[c:31]3[cH:32][cH:33][c:34]([Cl:37])[cH:35][cH:36]3)[CH2:22]2)[cH:10][c:11]([F:13])[cH:12]1)=[O:38].[CH2:51]([O:52][CH2:53][CH3:54])[CH3:55].[Li+:1].[Na+:49].[Na+:50].[O:39]1[CH2:40][CH2:41][CH2:42][CH2:43]1.[OH-:2].[OH2:56].[P:44]([O-:45])([O-:46])([OH:47])=[O:48]>>[O:5]=[C:6]([c:7]1[cH:8][c:9]([NH:14][S:15](=[O:16])(=[O:17])[CH2:18][CH:19]2[CH2:20][N:21]([CH:23]([c:24]3[cH:25][cH:26][c:27]([Cl:30])[cH:28][cH:29]3)[c:31]3[cH:32][cH:33][c:34]([Cl:37])[cH:35][cH:36]3)[CH2:22]2)[cH:10][c:11]([F:13])[cH:12]1)[OH:38].